Task: describe an organic reaction: reactants, conditions, products, and yield. Dataset: the Open Reaction Database (ORD), a public repository of structured organic reaction records The reactants are CCOc1cc(C(C)(C)C)ncc1C1=NC(C)(c2ccc(Cl)cc2)C(C)(c2ccc(Cl)cc2)N1C(=O)N1CCC(NCC(=O)O)CC1, NCC(O)CO. The product is CCOc1cc(C(C)(C)C)ncc1C1=NC(C)(c2ccc(Cl)cc2)C(C)(c2ccc(Cl)cc2)N1C(=O)N1CCC(NCC(=O)NCC(O)CO)CC1. RXN SMILES: [C:1]([CH3:2])([CH3:3])([CH3:4])[c:5]1[cH:6][c:7]([O:45][CH2:46][CH3:47])[c:8]([C:11]2=[N:15][C:14]([CH3:16])([c:17]3[cH:18][cH:19][c:20]([Cl:23])[cH:21][cH:22]3)[C:13]([CH3:24])([c:25]3[cH:26][cH:27][c:28]([Cl:31])[cH:29][cH:30]3)[N:12]2[C:32](=[O:33])[N:34]2[CH2:35][CH2:36][CH:37]([NH:40][CH2:41][C:42](=[O:43])[OH:44])[CH2:38][CH2:39]2)[cH:9][n:10]1.[OH:48][CH:49]([CH2:50][NH2:51])[CH2:52][OH:53]>>[C:1]([CH3:2])([CH3:3])([CH3:4])[c:5]1[cH:6][c:7]([O:45][CH2:46][CH3:47])[c:8]([C:11]2=[N:15][C:14]([CH3:16])([c:17]3[cH:18][cH:19][c:20]([Cl:23])[cH:21][cH:22]3)[C:13]([CH3:24])([c:25]3[cH:26][cH:27][c:28]([Cl:31])[cH:29][cH:30]3)[N:12]2[C:32](=[O:33])[N:34]2[CH2:35][CH2:36][CH:37]([NH:40][CH2:41][C:42](=[O:43])[NH:51][CH2:50][CH:49]([OH:48])[CH2:52][OH:53])[CH2:38][CH2:39]2)[cH:9][n:10]1. The reactants are C([O-])([O-])=O.[K+].[K+] (potassium carbonate), C1(CCCCC1)CBr (cyclohexylmethyl bromide), OC=1C=CC2=C(C=C(CCC2)C(=O)OC)C1 (methyl 2-hydroxy-6,7-dihydro-5H-benzocycloheptene-8-carboxylate). The solvent is CN(C)C=O (DMF). Reaction conditions: temperature 100 celsius, time 6 hour. Product: C1(CCCCC1)COC=1C=CC2=C(C=C(CCC2)C(=O)OC)C1 (methyl 2-cyclohexylmethyloxy-6,7-dihydro-5H-benzocycloheptene-8-carboxylate). Yield: 78.7%. Reaction SMILES: [OH:1][C:2]1[CH:3]=[CH:4][C:5]2[CH2:11][CH2:10][CH2:9][C:8]([C:12]([O:14][CH3:15])=[O:13])=[CH:7][C:6]=2[CH:16]=1.C(=O)([O-])[O-].[K+].[K+].[CH:23]1([CH2:29]Br)[CH2:28][CH2:27][CH2:26][CH2:25][CH2:24]1>CN(C=O)C>[CH:23]1([CH2:29][O:1][C:2]2[CH:3]=[CH:4][C:5]3[CH2:11][CH2:10][CH2:9][C:8]([C:12]([O:14][CH3:15])=[O:13])=[CH:7][C:6]=3[CH:16]=2)[CH2:28][CH2:27][CH2:26][CH2:25][CH2:24]1 |f:1.2.3|. Procedure: To methyl 2-hydroxy-6,7-dihydro-5H-benzocycloheptene-8-carboxylate (400 mg, 1.83 mmol) dissolved in DMF (8 ml) were added potassium carbonate (507 mg, 3.67 mmol) and cyclohexylmethyl bromide (0.511 ml, 3.66 mmol), and the resulting mixture was stirred at room temperature for 23 hours and at 100° C. for 6 hours. The reaction mixture was concentrated under reduced pressure, water was added to the residue and the resulting mixture was extracted with ethyl acetate (×3). The combined organic layers w... Starting materials: COc2ccc1ccccc1c2 (substrate), COc3ccc(n2cnc1ccccc12)cc3 (effective_coupling_partner). The reagents and catalysts are P(o-tolyl)3. Conditions: temperature 90 celsius, time 16 hour. Yields the product COc5ccc(n4c(c2ccc1ccccc1c2)nc3ccccc34)cc5. Reactants: N[C@H]1C(N(CC=CC1)OCC1=CC=CC=C1)=O (3-(R)-Amino-1-benzyloxy-1,3,4,7-tetrahydro-azepin-2-one), FC1=CC=C(C=C1)S(=O)(=O)Cl (4-fluorophenyl sulfonyl chloride), S(=O)(=O)(Cl)Cl (sulfonyl chloride). Run in ClCCl (dichloromethane), N1=CC=CC=C1 (pyridine). Run at time 24 hour. The product is C(C1=CC=CC=C1)ON1C([C@@H](CC=CC1)NS(=O)(=O)C1=CC=C(C=C1)F)=O (N-(1-Benzyloxy-2-oxo-2,3,4,7-tetrahydro-1H-azepin-3-(R)-yl)-4-fluoro-benzenesulfonamide). Yield: 59.2%. Reaction SMILES: [NH2:1][C@@H:2]1[CH2:8][CH:7]=[CH:6][CH2:5][N:4]([O:9][CH2:10][C:11]2[CH:16]=[CH:15][CH:14]=[CH:13][CH:12]=2)[C:3]1=[O:17].[F:18][C:19]1[CH:24]=[CH:23][C:22]([S:25](Cl)(=[O:27])=[O:26])=[CH:21][CH:20]=1.S(Cl)(Cl)(=O)=O>ClCCl.N1C=CC=CC=1>[CH2:10]([O:9][N:4]1[CH2:5][CH:6]=[CH:7][CH2:8][C@@H:2]([NH:1][S:25]([C:22]2[CH:23]=[CH:24][C:19]([F:18])=[CH:20][CH:21]=2)(=[O:27])=[O:26])[C:3]1=[O:17])[C:11]1[CH:16]=[CH:15][CH:14]=[CH:13][CH:12]=1. Reported procedure: To a solution of 551 mg of 3-(R)-amino-1-benzyloxy-1,3,4,7-tetrahydro-azepin-2-one from example 1 Step D in 4 mL of dichloromethane and 4 mL of pyridine was added 565 mg of 4-fluorophenyl sulfonyl chloride. The reaction was stirred at room temperature for 24 hours, and an additional 495 mg of the sulfonyl chloride was added. The reaction was stirred for an additional 24 hours, and then the reaction was extracted with ethyl acetate. The mixture was washed with 5% HCl(aq.), NaHCO3(aq.), and NaCl(a... Starting materials: [Cl-].[Na+] (sodium chloride), NC1C(N(CC(SC1)C1=CSC=C1)CC(=O)OC(C)(C)C)=O (t-butyl α-[6-amino-5-oxo-2-(3-thienyl)perhydro-1,4-thiazepin-4-yl]acetate), BrC(C(=O)OCC)CCC1=CC=CC=C1 (ethyl 2-bromo-4-phenylbutyrate), C([O-])([O-])=O.[Na+].[Na+] (sodium carbonate). The solvent is CN(C=O)C (dimethylformamide), C(C)(=O)OCC (ethyl acetate). Conditions: temperature 70 celsius, time 18 hour. Yields the product C(C)OC(=O)C(CCC1=CC=CC=C1)NC1C(N(CC(SC1)C1=CSC=C1)CC(=O)OC(C)(C)C)=O (t-Butyl α-[6-(1-ethoxycarbonyl-3-phenylpropylamino)-5-oxo-2-(3-thienyl)perhydro-1,4-thiazepin-4-yl]acetate). RXN SMILES: [NH2:1][CH:2]1[CH2:8][S:7][CH:6]([C:9]2[CH:13]=[CH:12][S:11][CH:10]=2)[CH2:5][N:4]([CH2:14][C:15]([O:17][C:18]([CH3:21])([CH3:20])[CH3:19])=[O:16])[C:3]1=[O:22].Br[CH:24]([CH2:30][CH2:31][C:32]1[CH:37]=[CH:36][CH:35]=[CH:34][CH:33]=1)[C:25]([O:27][CH2:28][CH3:29])=[O:26].C(=O)([O-])[O-].[Na+].[Na+].[Cl-].[Na+]>CN(C)C=O.C(OCC)(=O)C>[CH2:28]([O:27][C:25]([CH:24]([NH:1][CH:2]1[CH2:8][S:7][CH:6]([C:9]2[CH:13]=[CH:12][S:11][CH:10]=2)[CH2:5][N:4]([CH2:14][C:15]([O:17][C:18]([CH3:19])([CH3:21])[CH3:20])=[O:16])[C:3]1=[O:22])[CH2:30][CH2:31][C:32]1[CH:33]=[CH:34][CH:35]=[CH:36][CH:37]=1)=[O:26])[CH3:29] |f:2.3.4,5.6|. Reported procedure: To a solution of 0.47 g of t-butyl α-[6-amino-5-oxo-2-(3-thienyl)perhydro-1,4-thiazepin-4-yl]acetate [prepared as described in step (d) above] and 0.8 g of ethyl 2-bromo-4-phenylbutyrate in 7 ml of dimethylformamide was added 1.0 g of sodium carbonate. The reaction mixture was stirred at 70° C. for 18 hours and then dissolved in ethyl acetate and an aqueous solution of sodium chloride. The ethyl acetate layer was separated, washed with water and dried over anhydrous magnesium sulfate, and the so... Reactants: BrC1=C(C(=C(C(=O)O)C(=C1)Br)[N+](=O)[O-])O (4,6-Dibromo-3-hydroxy-2-nitrobenzoic acid), PtS2. Run in CCO (EtOH). The product is BrC=1C(=C(C(C(=O)O)=C(C1)Br)N)O (4,6-Dibromo-3-hydroxyanthranilic acid). Isolated yield 67.3%. Reaction SMILES: [Br:1][C:2]1[CH:10]=[C:9]([Br:11])[C:5]([C:6]([OH:8])=[O:7])=[C:4]([N+:12]([O-])=O)[C:3]=1[OH:15]>CCO>[Br:1][C:2]1[C:3]([OH:15])=[C:4]([NH2:12])[C:5](=[C:9]([Br:11])[CH:10]=1)[C:6]([OH:8])=[O:7]. Procedure: 4,6-Dibromo-3-hydroxy-2-nitrobenzoic acid (4.09 g, 12 mmol) and PtS2 (160 mg, 0.62 mmol) in EtOH (150 mL) was hydrogenated at atmospheric pressure and room temperature for 45 h. Filtration and evaporation of the filtrate gave a crude product (3.69 g) which was purified by flash chromatography (SiO2, toluene-EtOAc). Treatment with activated charcoal in MeOH and crystallization from MeOH/H2O gave the title compound (2.51 g). Mp: 162°-164.5° C. 1H NMR (DMSO-d6): δ6.96 (s, 1H). 13C NMR (DMSO-d6): δ1... Reactants: CCOc1cc2c(cc1OC)C(c1ccc(C(=O)O)cc1)=NC1CCN(C)CC21, COc1cc(OC)cc(C(=O)OCC(C)NC(C)C)c1. Product: CCOc1cc2c(cc1OC)C(c1ccc(C(=O)N(C(C)C)C(C)COC(=O)c3cc(OC)cc(OC)c3)cc1)=NC1CCN(C)CC21. RXN SMILES: [CH2:1]([CH3:2])[O:3][c:4]1[cH:5][c:6]2[c:7]([cH:26][c:27]1[O:28][CH3:29])[C:8]([c:17]1[cH:18][cH:19][c:20]([C:21](=[O:22])[OH:23])[cH:24][cH:25]1)=[N:9][CH:10]1[CH2:11][CH2:12][N:13]([CH3:16])[CH2:14][CH:15]21.[CH:30]([CH3:31])([CH3:32])[NH:33][CH:34]([CH2:35][O:36][C:37]([c:38]1[cH:39][c:40]([O:46][CH3:47])[cH:41][c:42]([O:44][CH3:45])[cH:43]1)=[O:48])[CH3:49]>>[CH2:1]([CH3:2])[O:3][c:4]1[cH:5][c:6]2[c:7]([cH:26][c:27]1[O:28][CH3:29])[C:8]([c:17]1[cH:18][cH:19][c:20]([C:21](=[O:22])[N:33]([CH:30]([CH3:31])[CH3:32])[CH:34]([CH2:35][O:36][C:37]([c:38]3[cH:39][c:40]([O:46][CH3:47])[cH:41][c:42]([O:44][CH3:45])[cH:43]3)=[O:48])[CH3:49])[cH:24][cH:25]1)=[N:9][CH:10]1[CH2:11][CH2:12][N:13]([CH3:16])[CH2:14][CH:15]21. The reactants are CSC, CCn1c(Cl)cc2ccccc2c1=O, [Na]. Product: CCn1c(SC)cc2ccccc2c1=O. Reaction SMILES: [CH3:15][S:16][CH3:17].[Cl:1][c:2]1[n:3]([CH2:13][CH3:14])[c:4](=[O:12])[c:5]2[cH:6][cH:7][cH:8][cH:9][c:10]2[cH:11]1.[Na:18]>>[c:2]1([S:16][CH3:15])[n:3]([CH2:13][CH3:14])[c:4](=[O:12])[c:5]2[cH:6][cH:7][cH:8][cH:9][c:10]2[cH:11]1.